From a dataset of the Open Reaction Database (ORD), a public repository of structured organic reaction records. describe an organic reaction: reactants, conditions, products, and yield Reactants: C(C1=CC=CC=C1)ONC(C[C@@H](CCCC1CCCCC1)C=1OC=C(N1)C(=O)O)=O (2-((1R)-1-{2-[(benzyloxy)amino]-2-oxoethyl}-4-cyclohexylbutyl)-1,3-oxazole-4-carboxylic acid), O.ON1N=NC2=C1C=CC=C2 (1-hydroxybenzotriazole hydrate), Cl.CNC (dimethylamine hydrochloride), CN1CCOCC1 (N-methylmorpholine), Cl.CN(CCCN=C=NCC)C (1-[3-(dimethylamino)propyl]-3-ethylcarbodiimide hydrochloride). Run in ClCCl (dichloromethane). Conditions: time 4 hour. Yields the product N (ammonia), C(C1=CC=CC=C1)ONC(C[C@@H](CCCC1CCCCC1)C=1OC=C(N1)C(=O)N(C)C)=O (2-((1R)-1-{2-[(Benzyloxy)amino]-2-oxoethyl}-4-cyclohexylbutyl)-N,N-dimethyl-1,3-oxazole4-carboxamide). Isolated yield 188.7%. As a reaction SMILES: [CH2:1]([O:8][NH:9][C:10](=[O:30])[CH2:11][C@H:12]([C:22]1[O:23][CH:24]=[C:25]([C:27]([OH:29])=O)[N:26]=1)[CH2:13][CH2:14][CH2:15][CH:16]1[CH2:21][CH2:20][CH2:19][CH2:18][CH2:17]1)[C:2]1[CH:7]=[CH:6][CH:5]=[CH:4][CH:3]=1.O.ON1C2C=CC=CC=2N=N1.Cl.[CH3:43][NH:44][CH3:45].CN1CCOCC1.Cl.CN(C)CCCN=C=NCC>ClCCl>[NH3:9].[CH2:1]([O:8][NH:9][C:10](=[O:30])[CH2:11][C@H:12]([C:22]1[O:23][CH:24]=[C:25]([C:27]([N:44]([CH3:45])[CH3:43])=[O:29])[N:26]=1)[CH2:13][CH2:14][CH2:15][CH:16]1[CH2:21][CH2:20][CH2:19][CH2:18][CH2:17]1)[C:2]1[CH:7]=[CH:6][CH:5]=[CH:4][CH:3]=1 |f:1.2,3.4,6.7|. Reported procedure: A solution of 2-((1R)-1-{2-[(benzyloxy)amino]-2-oxoethyl}-4-cyclohexylbutyl)-1,3-oxazole-4-carboxylic acid (Preparation 65) (200 mg, 0.48 mmol) in dichloromethane (6 ml) was treated sequentially with 1-hydroxybenzotriazole hydrate (72 mg, 0.53 mmol), dimethylamine hydrochloride (79 mg, 0.96 mmol), N-methylmorpholine (160 μl, 1.45 mmol) and 1-[3-(dimethylamino)propyl]-3-ethylcarbodiimide hydrochloride (111 mg, 0.58 mmol) and the resulting mixture was stirred at room temperature under a nitrogen a...